The task is: describe an organic reaction: reactants, conditions, products, and yield. This data is from the Open Reaction Database (ORD), a public repository of structured organic reaction records. The reactants are C(=C)[Mg]Br (vinylmagnesiumbromide), C(C)(C)(C)OC(N=C(C(F)F)C1=CC(=CC=C1)Br)=O ([1-(3-Bromo-phenyl)-2,2-difluoro-ethylidene]-carbamic acid tert-butyl ester), [NH4+].[Cl-] (NH4Cl). The solvent is C1(=CC=CC=C1)C (toluene). Conditions: temperature -20 celsius, time 1.25 hour. Product: C(C)(C)(C)OC(NC(C=C)(C(F)F)C1=CC(=CC=C1)Br)=O ([1-(3-Bromo-phenyl)-1-difluoromethyl-allyl]-carbamic acid tert-butyl ester). Reaction SMILES: [C:1]([O:5][C:6](=[O:19])[N:7]=[C:8]([C:12]1[CH:17]=[CH:16][CH:15]=[C:14]([Br:18])[CH:13]=1)[CH:9]([F:11])[F:10])([CH3:4])([CH3:3])[CH3:2].[CH:20]([Mg]Br)=[CH2:21].[NH4+].[Cl-]>C1(C)C=CC=CC=1>[C:1]([O:5][C:6](=[O:19])[NH:7][C:8]([C:12]1[CH:17]=[CH:16][CH:15]=[C:14]([Br:18])[CH:13]=1)([CH:9]([F:10])[F:11])[CH:20]=[CH2:21])([CH3:4])([CH3:2])[CH3:3] |f:2.3|. Reported procedure: [1-(3-Bromo-phenyl)-2,2-difluoro-ethylidene]-carbamic acid tert-butyl ester (9.09 g, 27.2 mmol) was dissolved in toluene and cooled to −20° C. under N2. Using a syringe pump, vinylmagnesiumbromide (42.5 ml, 34.0 mmol) was added (1 eq. per hour). After 1.25 hrs no starting material was left and 218 ml half-saturated NH4Cl solution was added to the reaction. The product was extracted with TBME. The organic phases were washed with water and brine, dried over Na2SO4 and concentrated under reduced pr... The reactants are CCOC(C)=O, CCOC(=O)c1ccc2ncccc2c1Cl, C1CCOC1, O. The product is OCc1ccc2ncccc2c1Cl. RXN SMILES: [CH2:17]([O:18][C:19](=[O:20])[CH3:21])[CH3:22].[Cl:1][c:2]1[c:3]2[cH:4][cH:5][cH:6][n:7][c:8]2[cH:9][cH:10][c:11]1[C:12](=[O:13])[O:14][CH2:15][CH3:16].[O:24]1[CH2:25][CH2:26][CH2:27][CH2:28]1.[OH2:23]>>[Cl:1][c:2]1[c:3]2[cH:4][cH:5][cH:6][n:7][c:8]2[cH:9][cH:10][c:11]1[CH2:12][OH:13]. The reactants are Cc1ccc(C(=O)O)cn1, CCOC(C)=O, CN(C)C=O, CCN(C(C)C)C(C)C, COc1cc(O)ccc1-c1ccc2c(c1COC(=O)c1ccc(C)s1)C(C)=CC(C)(C)N2. Yields the product COc1cc(OC(=O)c2ccc(C)nc2)ccc1-c1ccc2c(c1COC(=O)c1ccc(C)s1)C(C)=CC(C)(C)N2. As a reaction SMILES: [CH3:33][c:34]1[n:35][cH:36][c:37]([C:38](=[O:39])[OH:40])[cH:41][cH:42]1.[CH3:52][CH2:53][O:54][C:55](=[O:56])[CH3:57].[CH3:58][N:59]([CH3:60])[CH:61]=[O:62].[CH:43]([N:44]([CH2:45][CH3:46])[CH:47]([CH3:48])[CH3:49])([CH3:50])[CH3:51].[OH:1][c:2]1[cH:3][c:4]([O:31][CH3:32])[c:5](-[c:8]2[c:9]([CH2:21][O:22][C:23](=[O:24])[c:25]3[s:26][c:27]([CH3:30])[cH:28][cH:29]3)[c:10]3[c:15]([cH:16][cH:17]2)[NH:14][C:13]([CH3:18])([CH3:19])[CH:12]=[C:11]3[CH3:20])[cH:6][cH:7]1>>[O:1]([c:2]1[cH:3][c:4]([O:31][CH3:32])[c:5](-[c:8]2[c:9]([CH2:21][O:22][C:23](=[O:24])[c:25]3[s:26][c:27]([CH3:30])[cH:28][cH:29]3)[c:10]3[c:15]([cH:16][cH:17]2)[NH:14][C:13]([CH3:18])([CH3:19])[CH:12]=[C:11]3[CH3:20])[cH:6][cH:7]1)[C:38]([c:37]1[cH:36][n:35][c:34]([CH3:33])[cH:42][cH:41]1)=[O:39]. Yields the product CCCOc1ccc(C=CC(=O)O)cc1-c1nc2c(c(C)nn2CCC)c(=O)[nH]1. Starting materials: CCOC(C)=O, CCCOc1ccc(C=CC(=O)OC(C)(C)C)cc1-c1nc2c(c(C)nn2CCC)c(=O)[nH]1, CO, CO, [Na+], [OH-]. Reaction SMILES: [C:38]([O:39][CH2:40][CH3:41])(=[O:42])[CH3:43].[C:3]([CH3:4])([CH3:5])([CH3:6])[O:7][C:8]([CH:9]=[CH:10][c:11]1[cH:12][c:13](-[c:21]2[nH:22][c:23](=[O:34])[c:24]3[c:25]([n:26]2)[n:27]([CH2:31][CH2:32][CH3:33])[n:28][c:29]3[CH3:30])[c:14]([O:17][CH2:18][CH2:19][CH3:20])[cH:15][cH:16]1)=[O:35].[CH3:36][OH:37].[CH3:44][OH:45].[Na+:2].[OH-:1]>>[O:7]=[C:8]([CH:9]=[CH:10][c:11]1[cH:12][c:13](-[c:21]2[nH:22][c:23](=[O:34])[c:24]3[c:25]([n:26]2)[n:27]([CH2:31][CH2:32][CH3:33])[n:28][c:29]3[CH3:30])[c:14]([O:17][CH2:18][CH2:19][CH3:20])[cH:15][cH:16]1)[OH:35].